This data is from the Open Reaction Database (ORD), a public repository of structured organic reaction records. The task is: describe an organic reaction: reactants, conditions, products, and yield The reactants are BrC(Br)(Br)Br, ClCCl, OCCc1cnccn1, c1ccc(P(c2ccccc2)c2ccccc2)cc1. Yields the product BrCCc1cnccn1. Reaction SMILES: [C:10]([Br:11])([Br:12])([Br:13])[Br:14].[Cl:34][CH2:35][Cl:36].[OH:1][CH2:2][CH2:3][c:4]1[n:5][cH:6][cH:7][n:8][cH:9]1.[c:15]1([P:16]([c:17]2[cH:18][cH:19][cH:20][cH:21][cH:22]2)[c:23]2[cH:24][cH:25][cH:26][cH:27][cH:28]2)[cH:29][cH:30][cH:31][cH:32][cH:33]1>>[CH2:2]([CH2:3][c:4]1[n:5][cH:6][cH:7][n:8][cH:9]1)[Br:11]. Reactants: CO, COC(C)C(=O)O, CCN(C(C)C)C(C)C, C=C(Cl)N(C)C, ClCCl, Cc1ccc(-n2nc(C(C)(C)C)cc2NC(=O)Nc2ccc(OCc3ccnc(N)c3)c3ccccc23)cc1, N. Yields the product COC(C)C(=O)Nc1cc(COc2ccc(NC(=O)Nc3cc(C(C)(C)C)nn3-c3ccc(C)cc3)c3ccccc23)ccn1. As a reaction SMILES: [CH3:66][OH:67].[CH3:7][O:8][CH:9]([C:10](=[O:11])[OH:12])[CH3:13].[CH:53]([N:54]([CH2:55][CH3:56])[CH:57]([CH3:58])[CH3:59])([CH3:60])[CH3:61].[Cl:1][C:2]([N:3]([CH3:4])[CH3:5])=[CH2:6].[Cl:62][CH2:63][Cl:64].[NH2:14][c:15]1[n:16][cH:17][cH:18][c:19]([CH2:21][O:22][c:23]2[cH:24][cH:25][c:26]([NH:33][C:34](=[O:35])[NH:36][c:37]3[cH:38][c:39]([C:49]([CH3:50])([CH3:51])[CH3:52])[n:40][n:41]3-[c:42]3[cH:43][cH:44][c:45]([CH3:48])[cH:46][cH:47]3)[c:27]3[cH:28][cH:29][cH:30][cH:31][c:32]23)[cH:20]1.[NH3:65]>>[CH3:7][O:8][CH:9]([C:10](=[O:12])[NH:14][c:15]1[n:16][cH:17][cH:18][c:19]([CH2:21][O:22][c:23]2[cH:24][cH:25][c:26]([NH:33][C:34](=[O:35])[NH:36][c:37]3[cH:38][c:39]([C:49]([CH3:50])([CH3:51])[CH3:52])[n:40][n:41]3-[c:42]3[cH:43][cH:44][c:45]([CH3:48])[cH:46][cH:47]3)[c:27]3[cH:28][cH:29][cH:30][cH:31][c:32]23)[cH:20]1)[CH3:13]. The reactants are COc1ccc(-n2nc(O)cc2-c2ccc(OCc3ccccc3)cc2)cc1, CCOS(=O)(=O)OCC, CS(C)=O, [K+], [K+], O=C([O-])[O-]. Product: CCOc1cc(-c2ccc(OCc3ccccc3)cc2)n(-c2ccc(OC)cc2)n1. Reaction SMILES: [CH2:1]([c:2]1[cH:3][cH:4][cH:5][cH:6][cH:7]1)[O:8][c:9]1[cH:10][cH:11][c:12](-[c:15]2[cH:16][c:17]([OH:28])[n:18][n:19]2-[c:20]2[cH:21][cH:22][c:23]([O:26][CH3:27])[cH:24][cH:25]2)[cH:13][cH:14]1.[CH2:35]([CH3:36])[O:37][S:38]([O:39][CH2:40][CH3:41])(=[O:42])=[O:43].[CH3:44][S:45]([CH3:46])=[O:47].[K+:29].[K+:30].[O-:31][C:32]([O-:33])=[O:34]>>[CH2:1]([c:2]1[cH:3][cH:4][cH:5][cH:6][cH:7]1)[O:8][c:9]1[cH:10][cH:11][c:12](-[c:15]2[cH:16][c:17]([O:28][CH2:35][CH3:36])[n:18][n:19]2-[c:20]2[cH:21][cH:22][c:23]([O:26][CH3:27])[cH:24][cH:25]2)[cH:13][cH:14]1. Reactants: C(#N)C=1NC2=C(C=CC=C2C1)NS(=O)(=O)C=1SC=CC1 (N-(2-cyano-1H-indol-7-yl)thiophene-2-sulfonamide), Cl.C(C)OC([C@@H](N)CS)=O (cysteine ethyl ester hydrochloride), C(C)O (ethanol). The solvent is O (Water). Yields the product S1C(=CC=C1)S(=O)(=O)NC=1C=CC=C2C=C(NC12)C=1SCC(N1)C(=O)OCC (Ethyl 2-{7-[(2-thienylsulfonyl)amino]-1H-indol-2-yl}-4,5-dihydro-1,3-thiazole-4-carboxylate). The yield is 25.5%. Reaction SMILES: [C:1]([C:3]1[NH:4][C:5]2[C:10]([CH:11]=1)=[CH:9][CH:8]=[CH:7][C:6]=2[NH:12][S:13]([C:16]1[S:17][CH:18]=[CH:19][CH:20]=1)(=[O:15])=[O:14])#[N:2].Cl.[CH2:22]([O:24][C:25](=[O:30])[C@H:26]([CH2:28][SH:29])N)[CH3:23].C(O)C>O>[S:17]1[CH:18]=[CH:19][CH:20]=[C:16]1[S:13]([NH:12][C:6]1[CH:7]=[CH:8][CH:9]=[C:10]2[C:5]=1[NH:4][C:3]([C:1]1[S:29][CH2:28][CH:26]([C:25]([O:24][CH2:22][CH3:23])=[O:30])[N:2]=1)=[CH:11]2)(=[O:14])=[O:15] |f:1.2|. Reported procedure: A mixture of N-(2-cyano-1H-indol-7-yl)thiophene-2-sulfonamide (0.30 g), cysteine ethyl ester hydrochloride (0.22 g) and ethanol (10 mL) was heated under reflux overnight. Water was added to the reaction mixture, and the mixture was extracted with ethyl acetate. The ethyl acetate layer was washed with saturated brine, dried (MgSO4) and concentrated. The obtained residue was subjected to silica gel column chromatography and the title compound (0.11 g, yield 25%) was obtained as pale-yellow crystal... Reactants: OO (H2O2), ClC1=C(C(=O)O)C(=CC=C1)Cl (2,6-dichlorobenzoic acid), OO (H2O2), aq. solution, C(=O)(O)[O-].[Na+] (NaHCO3), OO (H2O2), mixture 1.5, C1=CCCCC1 (cyclohexene), OO (H2O2), aq. solution. The solvent is CC#N (CH3CN), O (H2O), CCOCC (Et2O), O (Water), O (H2O), CC#N (CH3CN), O (water). Run at time 20 minute. Product: solid, C(CCCCC(=O)O)(=O)O (adipic acid). Yield: 18.0%. Reaction SMILES: Cl[C:2]1[CH:10]=[CH:9]C=C(Cl)[C:3]=1[C:4]([OH:6])=[O:5].OO.C1CCCCC=1.[C:20]([O-:23])([OH:22])=O.[Na+]>CC#N.CCOCC.O>[C:4]([OH:6])(=[O:5])[CH2:3][CH2:2][CH2:10][CH2:9][C:20]([OH:23])=[O:22] |f:3.4|. Procedure details: To a mixture of [Mn2O3(Me3-TACN)2] (PF6)2.H2O (16.2 mg, 20 μmol, 0.2 mol %) and 2,6-dichlorobenzoic acid (57.3 mg, 0.30 mmol, 3.0 mol %) in CH3CN (7 ml) was added H2O2 (30 μl of a 50% aq. solution, 0.53 mmol) at room temperature and the resulting mixture was stirred for 20 min. Subsequently cyclohexene (0.805 g, 9.70 mmol) was added together with CH3CN (2 ml) and water (1 ml). H2O2 (5.67 ml of a 50% aq. solution, 100 mmol, 10.0 equiv.) was then added at 60° C. using a syringe pump (0.7 ml/h). Ne... Reported procedure: Treatment of 3β-hexadecanoyloxy-14α-ethyl-5α-cholest-7-en-15α-ol with pyridinium chlorochromate under the identical conditions described above gave 3β-hexadecanoyloxy-14α-ethyl-5α-cholest-7-en-15-one with the same melting point, infrared spectrum, nuclear magnetic resonance spectrum, mass spectrum, and thin-layer chromatographic behavior as described above for the 15-ketone derived from the 15β-hydroxy compound. RXN SMILES: [C:1]([O:18][C@H:19]1[CH2:43][CH2:42][C@@:41]2([CH3:44])[C@@H:21]([CH2:22][CH:23]=[C:24]3[C@@H:40]2[CH2:39][CH2:38][C@@:37]2([CH3:45])[C@@:25]3([CH2:47][CH3:48])[C@@H:26]([OH:46])[CH2:27][C@@H:28]2[C@H:29]([CH3:36])[CH2:30][CH2:31][CH2:32][CH:33]([CH3:35])[CH3:34])[CH2:20]1)(=[O:17])[CH2:2][CH2:3][CH2:4][CH2:5][CH2:6][CH2:7][CH2:8][CH2:9][CH2:10][CH2:11][CH2:12][CH2:13][CH2:14][CH2:15][CH3:16].[Cr](Cl)([O-])(=O)=O.[NH+]1C=CC=CC=1>>[C:1]([O:18][C@H:19]1[CH2:43][CH2:42][C@@:41]2([CH3:44])[C@@H:21]([CH2:22][CH:23]=[C:24]3[C@@H:40]2[CH2:39][CH2:38][C@@:37]2([CH3:45])[C@@:25]3([CH2:47][CH3:48])[C:26](=[O:46])[CH2:27][C@@H:28]2[C@H:29]([CH3:36])[CH2:30][CH2:31][CH2:32][CH:33]([CH3:34])[CH3:35])[CH2:20]1)(=[O:17])[CH2:2][CH2:3][CH2:4][CH2:5][CH2:6][CH2:7][CH2:8][CH2:9][CH2:10][CH2:11][CH2:12][CH2:13][CH2:14][CH2:15][CH3:16] |f:1.2|. The reactants are C(CCCCCCCCCCCCCCC)(=O)O[C@@H]1C[C@@H]2CC=C3[C@@]4([C@H](C[C@H]([C@@H](CCCC(C)C)C)[C@]4(CC[C@@H]3[C@]2(CC1)C)C)O)CC (3β-hexadecanoyloxy-14α-ethyl-5α-cholest-7-en-15α-ol), [Cr](=O)(=O)([O-])Cl.[NH+]1=CC=CC=C1 (pyridinium chlorochromate). Product: C(CCCCCCCCCCCCCCC)(=O)O[C@@H]1C[C@@H]2CC=C3[C@@]4(C(C[C@H]([C@@H](CCCC(C)C)C)[C@]4(CC[C@@H]3[C@]2(CC1)C)C)=O)CC (3β-hexadecanoyloxy-14α-ethyl-5α-cholest-7-en-15-one). Starting materials: CCCCCCCC(=O)Cl, CCCCc1ccc2c(c1)C(N1CCN(CCCO)CC1)Cc1ccccc1S2, CC(C)=O, ClC(Cl)Cl, [NH4+], [OH-], O=C(O)C=CC(=O)O, c1ccccc1. Yields the product CCCCCCCC(=O)OCCCN1CCN(C2Cc3ccccc3Sc3ccc(CCCC)cc32)CC1. RXN SMILES: [C:30]([CH2:31][CH2:32][CH2:33][CH2:34][CH2:35][CH2:36][CH3:37])(=[O:38])[Cl:39].[CH2:1]([CH2:2][CH2:3][CH3:4])[c:5]1[cH:6][cH:7][c:8]2[c:9]([cH:29]1)[CH:10]([N:19]1[CH2:20][CH2:21][N:22]([CH2:25][CH2:26][CH2:27][OH:28])[CH2:23][CH2:24]1)[CH2:11][c:12]1[c:13]([cH:15][cH:16][cH:17][cH:18]1)[S:14]2.[CH3:58][C:59](=[O:60])[CH3:61].[CH:54]([Cl:55])([Cl:56])[Cl:57].[NH4+:62].[OH-:63].[OH:40][C:41]([CH:42]=[CH:43][C:44](=[O:45])[OH:46])=[O:47].[cH:48]1[cH:49][cH:50][cH:51][cH:52][cH:53]1>>[CH2:1]([CH2:2][CH2:3][CH3:4])[c:5]1[cH:6][cH:7][c:8]2[c:9]([cH:29]1)[CH:10]([N:19]1[CH2:20][CH2:21][N:22]([CH2:25][CH2:26][CH2:27][O:28][C:30]([CH2:31][CH2:32][CH2:33][CH2:34][CH2:35][CH2:36][CH3:37])=[O:38])[CH2:23][CH2:24]1)[CH2:11][c:12]1[c:13]([cH:15][cH:16][cH:17][cH:18]1)[S:14]2. Reactants: O=C(O)C=Cc1ccc(Cl)cc1Cl, CC(F)(F)c1ccc(Cn2ccc(N)n2)o1. Yields the product CC(F)(F)c1ccc(Cn2ccc(NC(=O)C=Cc3ccc(Cl)cc3Cl)n2)o1. RXN SMILES: [Cl:17][c:18]1[c:19]([CH:25]=[CH:26][C:27](=[O:28])[OH:29])[cH:20][cH:21][c:22]([Cl:24])[cH:23]1.[F:1][C:2]([CH3:3])([F:4])[c:5]1[cH:6][cH:7][c:8]([CH2:10][n:11]2[n:12][c:13]([NH2:16])[cH:14][cH:15]2)[o:9]1>>[F:1][C:2]([CH3:3])([F:4])[c:5]1[cH:6][cH:7][c:8]([CH2:10][n:11]2[n:12][c:13]([NH:16][C:27]([CH:26]=[CH:25][c:19]3[c:18]([Cl:17])[cH:23][c:22]([Cl:24])[cH:21][cH:20]3)=[O:28])[cH:14][cH:15]2)[o:9]1. Starting materials: O (water), C(C)OC(C(C(=O)OCC)OC1=CC=C(C=C1)Cl)=O (2-(4-chlorophenoxy)-1,3-propanedioic acid diethyl ester), O (water), [OH-].[Na+] (sodium hydroxide), [H-].[Al+3].[Li+].[H-].[H-].[H-] (LAH), [H-].[Al+3].[Li+].[H-].[H-].[H-] (lithium aluminum hydride). Solvent: O1CCCC1 (THF), O1CCCC1 (tetrahydrofuran). Run at time 5 hour. Product: ClC1=CC=C(OC(CO)CO)C=C1 (2-(4-Chlorophenoxy)-1,3-propanediol). Yield: 44.9%. RXN SMILES: [H-].[Al+3].[Li+].[H-].[H-].[H-].C([O:9][C:10](=O)[CH:11]([O:17][C:18]1[CH:23]=[CH:22][C:21]([Cl:24])=[CH:20][CH:19]=1)[C:12](OCC)=[O:13])C.O.[OH-].[Na+]>O1CCCC1>[Cl:24][C:21]1[CH:20]=[CH:19][C:18]([O:17][CH:11]([CH2:12][OH:13])[CH2:10][OH:9])=[CH:23][CH:22]=1 |f:0.1.2.3.4.5,8.9|. Procedure details: To a stirred slurry of 11.4 g (0.3 mole) of lithium aluminum hydride (LAH) in 200 ml of freshly distilled (from LAH) tetrahydrofuran (THF) was added dropwise a solution of 57.3 g (0.2 mole) of 2-(4-chlorophenoxy)-1,3-propanedioic acid diethyl ester (C. A.59:5051f(1963); Mamaev and Mikhaleva, Isv.Sibirsk.Otd. Akad.Nauk. SSSR, 145-8 (1962)) in 150 ml of THF at such a rate that a gentle reflux was maintained. The mixture was stirred at ambient temperature for 5 hr and then the excess LAH was decomp...